Dataset: the Open Reaction Database (ORD), a public repository of structured organic reaction records. Task: describe an organic reaction: reactants, conditions, products, and yield Reactants: CN(/C=C/C(=O)C1=NN(C=CC1=O)C1=CC(=CC=C1)OC(F)(F)F)C (3-((E)-3-dimethylamino-acryloyl)-1-(3-trifluoromethoxy-phenyl)-1H-pyridazin-4-one), FC=1C=C(C=CC1C)NN ((3-fluoro-4-methyl-phenyl)-hydrazine). Product: FC=1C=C(C=CC1C)N1N=CC=C1C1=NN(C=CC1=O)C1=CC(=CC=C1)OC(F)(F)F (3-[2-(3-Fluoro-4-methyl-phenyl)-2H-pyrazol-3-yl]-1-(3-trifluoromethoxy-phenyl)-1H-pyridazin-4-one). RXN SMILES: C[N:2](C)/[CH:3]=[CH:4]/[C:5]([C:7]1[C:12](=[O:13])[CH:11]=[CH:10][N:9]([C:14]2[CH:19]=[CH:18][CH:17]=[C:16]([O:20][C:21]([F:24])([F:23])[F:22])[CH:15]=2)[N:8]=1)=O.[F:26][C:27]1[CH:28]=[C:29]([NH:34]N)[CH:30]=[CH:31][C:32]=1[CH3:33]>>[F:26][C:27]1[CH:28]=[C:29]([N:34]2[C:5]([C:7]3[C:12](=[O:13])[CH:11]=[CH:10][N:9]([C:14]4[CH:19]=[CH:18][CH:17]=[C:16]([O:20][C:21]([F:24])([F:23])[F:22])[CH:15]=4)[N:8]=3)=[CH:4][CH:3]=[N:2]2)[CH:30]=[CH:31][C:32]=1[CH3:33]. Procedure details: Reaction of 3-((E)-3-dimethylamino-acryloyl)-1-(3-trifluoromethoxy-phenyl)-1H-pyridazin-4-one (A-6) and (3-fluoro-4-methyl-phenyl)-hydrazine according to example 43 gave the desired product. MS: M=431.0 (M+H)+ Starting materials: BrBr (bromine), CCOCC (ether), [N+](=O)([O-])C1=CC=C(CBr)C=C1 (p-nitrobenzylbromide), C(CS)(=O)OCC (ethyl thioglycolate), C([O-])([O-])=O.[K+].[K+] (potassium carbonate). Reagents/catalysts: [I-].[K+] (potassium iodide). Run in CC(=O)C (acetone), O (water). Yields the product [N+](=O)([O-])C1=CC=C(CCC(=S)OCC)C=C1 (Ethyl 4-nitrobenzylthioacetate). Isolated yield 95.0%. As a reaction SMILES: [N+:1]([C:4]1[CH:11]=[CH:10][C:7]([CH2:8]Br)=[CH:6][CH:5]=1)([O-:3])=[O:2].C(OCC)(=O)C[SH:14].C(=O)([O-])[O-].[K+].[K+].BrBr.[CH3:27][CH2:28][O:29][CH2:30][CH3:31]>O.[I-].[K+].CC(C)=O>[N+:1]([C:4]1[CH:11]=[CH:10][C:7]([CH2:8][CH2:27][C:28]([O:29][CH2:30][CH3:31])=[S:14])=[CH:6][CH:5]=1)([O-:3])=[O:2] |f:2.3.4,8.9|. Procedure: 43.2 g (0.2 mol) of p-nitrobenzylbromide, 200 ml of acetone, 0.2 g of potassium iodide, 24 ml of ethyl thioglycolate (namely a slight excess) and 27.6 g (0.2 mol) of potassium carbonate are successively introduced into a 1 liter 3-necked flask. The mixture is heated under reflux for about 4 hours until the bromine derivative completely disappears; the acetone is evaporated, the oil obtained is taken up in ether and in water, the ether phase is washed with a dilute solution of NaOH to remove the ... The reactants are [BH3-]C#N, O=C([O-])O, C1COCCN1, CCN(c1cc(-c2ccc(C=O)nc2)cc(C(=O)NCc2c(C)cc(C)[nH]c2=O)c1C)C1CCOCC1, CC(=O)O, CO, CC(Cl)Cl, [Na+], [Na+]. Product: CCN(c1cc(-c2ccc(CN3CCOCC3)nc2)cc(C(=O)NCc2c(C)cc(C)[nH]c2=O)c1C)C1CCOCC1. Reaction SMILES: [C:48]([BH3-:49])#[N:50].[C:52](=[O:53])([OH:54])[O-:55].[CH2:38]1[CH2:39][O:40][CH2:41][CH2:42][NH:43]1.[CH3:1][c:2]1[c:3]([CH2:10][NH:11][C:12]([c:13]2[c:14]([CH3:36])[c:15]([N:27]([CH:28]3[CH2:29][CH2:30][O:31][CH2:32][CH2:33]3)[CH2:34][CH3:35])[cH:16][c:17](-[c:19]3[cH:20][n:21][c:22]([CH:25]=[O:26])[cH:23][cH:24]3)[cH:18]2)=[O:37])[c:4](=[O:9])[nH:5][c:6]([CH3:8])[cH:7]1.[CH3:44][C:45](=[O:46])[OH:47].[CH3:61][OH:62].[Cl:57][CH:58]([Cl:59])[CH3:60].[Na+:51].[Na+:56]>>[CH3:1][c:2]1[c:3]([CH2:10][NH:11][C:12]([c:13]2[c:14]([CH3:36])[c:15]([N:27]([CH:28]3[CH2:29][CH2:30][O:31][CH2:32][CH2:33]3)[CH2:34][CH3:35])[cH:16][c:17](-[c:19]3[cH:20][n:21][c:22]([CH2:25][N:43]4[CH2:38][CH2:39][O:40][CH2:41][CH2:42]4)[cH:23][cH:24]3)[cH:18]2)=[O:37])[c:4](=[O:9])[nH:5][c:6]([CH3:8])[cH:7]1. Reactants: CC(C)(C)OC(=O)N1CCCC1CN, CC(=O)O[BH-](OC(C)=O)OC(C)=O, O=Cc1ccc2ccccc2c1, ClCCl, [Na+]. Product: CC(C)(C)OC(=O)N1CCCC1CNCc1ccc2ccccc2c1. Reaction SMILES: [C:13]([CH3:14])([CH3:15])([CH3:16])[O:17][C:18](=[O:19])[N:20]1[CH:21]([CH2:25][NH2:26])[CH2:22][CH2:23][CH2:24]1.[C:27]([O:28][BH-:29]([O:30][C:31](=[O:32])[CH3:33])[O:34][C:35](=[O:36])[CH3:37])(=[O:38])[CH3:39].[CH:1](=[O:2])[c:3]1[cH:4][cH:5][c:6]2[cH:7][cH:8][cH:9][cH:10][c:11]2[cH:12]1.[Cl:41][CH2:42][Cl:43].[Na+:40]>>[CH2:1]([c:3]1[cH:4][cH:5][c:6]2[cH:7][cH:8][cH:9][cH:10][c:11]2[cH:12]1)[NH:26][CH2:25][CH:21]1[N:20]([C:18]([O:17][C:13]([CH3:14])([CH3:15])[CH3:16])=[O:19])[CH2:24][CH2:23][CH2:22]1.